Dataset: the Open Reaction Database (ORD), a public repository of structured organic reaction records. Task: describe an organic reaction: reactants, conditions, products, and yield Procedure details: To a degassed mixture of tert-butyl 2-fluoro-6-iodobenzoate (161 mg, 0.5 mmol), 4,4,5,5-tetramethyl-1,3,2-dioxaborolane (0.1 mL, 0.6 mmol) and TEA (0.25 mL, 1.5 mmol) in 2 mL dioxane, was added Pd(PPh3)2Cl2 (7 mg, 0.01 mmol). The mixture was stirred at 165° C. for 10 min in a microwave oven. The mixture was diluted with EtOAc, washed with sat. NH4C1, H2O and brine, dried over (Na2SO4), filtered and concentrated. The crude product was purified by flash chromatography (0-10% EtOAc/hexanes gradient... Conditions: temperature 165 celsius, time 10 minute. Solvent: O1CCOCC1 (dioxane), CCOC(=O)C (EtOAc). Reaction SMILES: [F:1][C:2]1[CH:14]=[CH:13][CH:12]=[C:11](I)[C:3]=1[C:4]([O:6][C:7]([CH3:10])([CH3:9])[CH3:8])=[O:5].[CH3:16][C:17]1([CH3:24])[C:21]([CH3:23])([CH3:22])[O:20][BH:19][O:18]1>O1CCOCC1.CCOC(C)=O.Cl[Pd](Cl)([P](C1C=CC=CC=1)(C1C=CC=CC=1)C1C=CC=CC=1)[P](C1C=CC=CC=1)(C1C=CC=CC=1)C1C=CC=CC=1>[F:1][C:2]1[CH:14]=[CH:13][CH:12]=[C:11]([B:19]2[O:20][C:21]([CH3:23])([CH3:22])[C:17]([CH3:24])([CH3:16])[O:18]2)[C:3]=1[C:4]([O:6][C:7]([CH3:10])([CH3:9])[CH3:8])=[O:5] |^1:39,58|. Yield: 31.0%. Product: FC1=C(C(=O)OC(C)(C)C)C(=CC=C1)B1OC(C(O1)(C)C)(C)C (tert-butyl 2-fluoro-6-(4,4,5,5-tetramethyl-1,3,2-dioxaborolan-2-yl)benzoate). Starting materials: FC1=C(C(=O)OC(C)(C)C)C(=CC=C1)I (tert-butyl 2-fluoro-6-iodobenzoate), CC1(OBOC1(C)C)C (4,4,5,5-tetramethyl-1,3,2-dioxaborolane), TEA. Reagents/catalysts: Cl[Pd]([P](C1=CC=CC=C1)(C2=CC=CC=C2)C3=CC=CC=C3)([P](C4=CC=CC=C4)(C5=CC=CC=C5)C6=CC=CC=C6)Cl (Pd(PPh3)2Cl2).